This data is from the Open Reaction Database (ORD), a public repository of structured organic reaction records. The task is: describe an organic reaction: reactants, conditions, products, and yield The reactants are CN(C)C=O, COC(=O)C(Cl)C(=O)c1ccc(OC)cc1, O=CC(O)C(O)C(O)C(O)CO. Yields the product COC(=O)C(Cl)C(O)c1ccc(OC)cc1. RXN SMILES: [CH3:29][N:30]([CH3:31])[CH:32]=[O:33].[Cl:13][CH:14]([C:15](=[O:16])[O:17][CH3:18])[C:19]([c:20]1[cH:21][cH:22][c:23]([O:26][CH3:27])[cH:24][cH:25]1)=[O:28].[O:1]=[CH:2][CH:3]([CH:4]([CH:5]([CH:6]([CH2:7][OH:8])[OH:9])[OH:10])[OH:11])[OH:12]>>[Cl:13][CH:14]([C:15](=[O:16])[O:17][CH3:18])[CH:19]([c:20]1[cH:21][cH:22][c:23]([O:26][CH3:27])[cH:24][cH:25]1)[OH:28]. RXN SMILES: [OH-].[Na+].[CH3:3][CH2:4][CH2:5][CH2:6][CH2:7][CH2:8][CH2:9][CH2:10]/[N:11]=[C:12](/[N:14]=[C:15](/[NH:17][CH2:18][C:19]1[CH:20]=[CH:21][C:22]([Cl:26])=[C:23]([Cl:25])[CH:24]=1)\[NH2:16])\[NH2:13].Cl>O.CO>[CH3:3][CH2:4][CH2:5][CH2:6][CH2:7][CH2:8][CH2:9][CH2:10]/[N:11]=[C:12](/[N:14]=[C:15](/[NH:17][CH2:18][C:19]1[CH:20]=[CH:21][C:22]([Cl:26])=[C:23]([Cl:25])[CH:24]=1)\[NH2:16])\[NH2:13] |f:0.1,2.3|. The solvent is O (water), CO (methanol), O (water). The reactants are [OH-].[Na+] (sodium hydroxide), CCCCCCCC/N=C(\N)/N=C(\N)/NCC=1C=CC(=C(C1)Cl)Cl.Cl (olanexidine hydrochloride). The product is CCCCCCCC/N=C(\N)/N=C(\N)/NCC=1C=CC(=C(C1)Cl)Cl (olanexidine). Procedure details: A 4 N aqueous sodium hydroxide solution (120 mL) was added to a suspension of olanexidine hydrochloride (40 g) in water (360 mL), and the mixture was stirred for 90 minutes at 25° C. The crystals obtained were filtered off by suction filtration, washed with water (500 mL), and then resuspended in water (500 mL). The suspension was stirred for 5 minutes at room temperature (approximately 25° C.), and the crystals were filtered off by suction filtration, and then washed with water (500 mL). This o... Run at temperature 25 celsius, time 90 minute. Isolated yield 87.8%. The reactants are FC1=CC=C(C=C1)C1CC(=NO1)C=1C=C(C=CC1)C#CCO (3-(3-[4,5-dihydro-5-(4-fluorophenyl)isoxazol-3-yl]phenyl)-2-propyn-1-ol). The reagents and catalysts are [Pd].[O-]S(=O)(=O)[O-].[Ba+2] (Pd BaSO4). Solvent: CO (methanol). Yields the product FC1=CC=C(C=C1)C1CC(=NO1)C=1C=C(C=CC1)\C=C/CO ((Z)-3-(3-[4,5-dihydro-5-(4-fluorophenyl)isoxazol-3-yl]phenyl)-2-propen-1-ol). The yield is 95.0%. Reaction SMILES: [F:1][C:2]1[CH:7]=[CH:6][C:5]([CH:8]2[O:12][N:11]=[C:10]([C:13]3[CH:14]=[C:15]([C:19]#[C:20][CH2:21][OH:22])[CH:16]=[CH:17][CH:18]=3)[CH2:9]2)=[CH:4][CH:3]=1>CO.[Pd].[O-]S([O-])(=O)=O.[Ba+2]>[F:1][C:2]1[CH:3]=[CH:4][C:5]([CH:8]2[O:12][N:11]=[C:10]([C:13]3[CH:14]=[C:15](/[CH:19]=[CH:20]\[CH2:21][OH:22])[CH:16]=[CH:17][CH:18]=3)[CH2:9]2)=[CH:6][CH:7]=1 |f:2.3.4|. Reported procedure: A mixture of the product of Step 2, above (14, 2.0 g, 6.8 mmol) and 5% Pd/BaSO4 (200 mg) in methanol was subjected to hydrogenation at atmospheric pressure. After the absorption of the required amount of hydrogen, the suspension was filtered and washed with methanol. Methanol was evaporated from the filtrate. The residue was purified by column chromatography on silica gel (eluent=ethyl acetate:n-hexane, 1:4) to give 1.8 g (95% yield) of the title compound as pale yellow solids. The reactants are C(C)N (ethylamine), CC1C(C2=C(SC1C)SC(=C2)S(=O)(=O)N)=O (5,6-dihydro-5,6-dimethyl-4H-thieno[2,3-b]thiopyran-4-one-2-sulfonamide), O1CCCC1 (tetrahydrofuran), [BH4-].[Na+] (sodium borohydride). The reagents and catalysts are [Ti](Cl)(Cl)(Cl)Cl (Titanium tetrachloride). The solvent is C1=CC=CC=C1 (benzene). Yields the product C(C)NC1C2=C(SC(C1)(C)C)SC(=C2)S(=O)(=O)N (5,6-Dihydro-4-ethylamino-6,6-dimethyl-4H-thieno[2,3-b]thiopyran-2-sulfonamide). Yield: 69.0%. RXN SMILES: C[CH:2]1[CH:7]([CH3:8])[S:6][C:5]2[S:9][C:10]([S:12]([NH2:15])(=[O:14])=[O:13])=[CH:11][C:4]=2[C:3]1=O.[CH2:17]([NH2:19])[CH3:18].[BH4-].[Na+].O1CCC[CH2:23]1>C1C=CC=CC=1.[Ti](Cl)(Cl)(Cl)Cl>[CH2:17]([NH:19][CH:3]1[CH2:2][C:7]([CH3:8])([CH3:23])[S:6][C:5]2[S:9][C:10]([S:12]([NH2:15])(=[O:13])=[O:14])=[CH:11][C:4]1=2)[CH3:18] |f:2.3|. Procedure details: A solution of 5,6-dihydro-5,6-dimethyl-4H-thieno[2,3-b]thiopyran-4-one-2-sulfonamide (3.00 g, 0.011 mol) in dry tetrahydrofuran (40 ml) and benzene (40ml) was cooled to -10° C. and condensed ethylamine (15 ml, 10.8 g, 0.24 mol) was added rapidly with stirring. Titanium tetrachloride 1.14 g, 0.006 mol) was added over 20 minutes while maintaining the temperature below 0° C. The mixture was stirred at ambient temperature for 2.5 hours, filtered, and the solid was washed with tetrahydrofuran. The co... Reagents/catalysts: [Pd] (Pd/C). Run in CO (methanol). Isolated yield 94.8%. Procedure details: A mixture of intermediate (18) (0.145 mol) in methanol (500 ml) was hydrogenated at 50° C. during 48 hours with Pd/C (10%, 3 g) as a catalyst. After uptake of hydrogen (1 equivalent), the catalyst was filtered off and the filtrate was evaporated. The residue was triturated in DIPE. The precipitate was filtered off and dried, yielding 49 g of N-[4-(4-piperidinyl)phenyl]-[1,1′-biphenyl]-2-carboxamide (intermediate 19). Yields the product N1CCC(CC1)C1=CC=C(C=C1)NC(=O)C=1C(=CC=CC1)C1=CC=CC=C1 (N-[4-(4-piperidinyl)phenyl]-[1,1′-biphenyl]-2-carboxamide). As a reaction SMILES: C1(C[N:8]2[CH2:13][CH2:12][CH:11]([C:14]3[CH:19]=[CH:18][C:17]([NH:20][C:21]([C:23]4[C:24]([C:29]5[CH:34]=[CH:33][CH:32]=[CH:31][CH:30]=5)=[CH:25][CH:26]=[CH:27][CH:28]=4)=[O:22])=[CH:16][CH:15]=3)[CH2:10][CH2:9]2)C=CC=CC=1.[H][H]>CO.[Pd]>[NH:8]1[CH2:13][CH2:12][CH:11]([C:14]2[CH:15]=[CH:16][C:17]([NH:20][C:21]([C:23]3[C:24]([C:29]4[CH:34]=[CH:33][CH:32]=[CH:31][CH:30]=4)=[CH:25][CH:26]=[CH:27][CH:28]=3)=[O:22])=[CH:18][CH:19]=2)[CH2:10][CH2:9]1. The reactants are C1(=CC=CC=C1)CN1CCC(CC1)C1=CC=C(C=C1)NC(=O)C=1C(=CC=CC1)C1=CC=CC=C1 (N-[4-[1-(phenylmethyl)-4-piperidinyl]phenyl]-[1,1′-biphenyl]-2-carboxamide), [H][H] (hydrogen). The reactants are N1=CC=CC=C1 (pyridine), ClC(=O)OC(C)Cl (1-chloroethyl chloroformate), C(C)C1CCC(CC1)O (4-ethylcyclohexanol), 3A. The solvent is ClCCl (dichloromethane), ClCCl (dichloromethane), ClCCl (dichloromethane). Conditions: time 20 hour. Product: C(OC(C)Cl)(OC1CCC(CC1)CC)=O (1-Chloroethyl 4-ethylcyclohexyl carbonate). Reaction SMILES: Cl[C:2]([O:4][CH:5]([Cl:7])[CH3:6])=[O:3].[CH2:8]([CH:10]1[CH2:15][CH2:14][CH:13]([OH:16])[CH2:12][CH2:11]1)[CH3:9].N1C=CC=CC=1>ClCCl>[C:2](=[O:3])([O:16][CH:13]1[CH2:14][CH2:15][CH:10]([CH2:8][CH3:9])[CH2:11][CH2:12]1)[O:4][CH:5]([Cl:7])[CH3:6]. Procedure details: A solution of 1-chloroethyl chloroformate (5.46 g) in dry dichloromethane (20 ml) was added dropwise, under nitrogen at 0°, to a stirred solution of 4-ethylcyclohexanol (5 g) in dry dichloromethane (20 ml) in presence of 3A molecular sieves. A solution of pyridine (3 g) in dry dichloromethane (20 ml) was added dropwise to the reaction mixture during 20 min at 0° the mixture was then warmed to 20°, stirred for 20 hours, washed with brine (2×50 ml) and dried. The solvent was removed under vacuum a...